This data is from the Open Reaction Database (ORD), a public repository of structured organic reaction records. The task is: describe an organic reaction: reactants, conditions, products, and yield Starting materials: Br (HBr), CC(=O)O (AcOH), CN(C=CC1=NC=CC=C1C#N)C (N,N-dimethyl-2-(3-cyano-2-pyridyl)ethenamine), CC(=O)O (AcOH). Conditions: time 2 hour. Product: OC1=NC2=CC=NC=C2C=C1 (hydroxy-1,6-naphthyridine). Isolated yield 56.0%. Reaction SMILES: Br.CN(C)[CH:4]=[CH:5][C:6]1[C:11]([C:12]#[N:13])=[CH:10][CH:9]=[CH:8][N:7]=1.CC(O)=[O:17]>>[OH:17][C:8]1[CH:9]=[CH:10][C:11]2[C:6](=[CH:5][CH:4]=[N:13][CH:12]=2)[N:7]=1. Procedure: A solution of 30% HBr in AcOH (200 mL) was added dropwise with mechanical stirring at 40° to a solution of N,N-dimethyl-2-(3-cyano-2-pyridyl)ethenamine (10.8 g, 0.062 m) in AcOH (100 mL). After the addition, the slurry was stirred at 55° for 2 hours. The mixture was then evaporated to dryness and the residue treated with ice and saturated aqueous Na2CO3. The aqueous layer was filtered and the filtrate extracted with Et2O. The aqueous layer was placed in a continuous extractor with CHCl3 to yield... Reactants: C(C)OC(=O)C1(CC1)C1=CC=C(C=C1)C1=CC=C(C=C1)C1=C(C(=NO1)C)CN (1-[4′-(4-aminomethyl-3-methyl-isoxazol-5-yl)-biphenyl-4-yl]-cyclopropanecarboxylic acid ethyl ester), ClC1=C(C=CC=C1)CS(=O)(=O)Cl ((2-chloro-phenyl)-methanesulfonyl chloride). Yields the product C(C)OC(=O)C1(CC1)C1=CC=C(C=C1)C1=CC=C(C=C1)C1=C(C(=NO1)C)CNS(=O)(=O)CC1=C(C=CC=C1)Cl (1-(4′-{4-[(2-Chloro-phenylmethanesulfonylamino)-methyl]-3-methyl-isoxazol-5-yl}-biphenyl-4-yl)-cyclopropanecarboxylic acid ethyl ester). Reaction SMILES: [CH2:1]([O:3][C:4]([C:6]1([C:9]2[CH:14]=[CH:13][C:12]([C:15]3[CH:20]=[CH:19][C:18]([C:21]4[O:25][N:24]=[C:23]([CH3:26])[C:22]=4[CH2:27][NH2:28])=[CH:17][CH:16]=3)=[CH:11][CH:10]=2)[CH2:8][CH2:7]1)=[O:5])[CH3:2].[Cl:29][C:30]1[CH:35]=[CH:34][CH:33]=[CH:32][C:31]=1[CH2:36][S:37](Cl)(=[O:39])=[O:38]>>[CH2:1]([O:3][C:4]([C:6]1([C:9]2[CH:10]=[CH:11][C:12]([C:15]3[CH:20]=[CH:19][C:18]([C:21]4[O:25][N:24]=[C:23]([CH3:26])[C:22]=4[CH2:27][NH:28][S:37]([CH2:36][C:31]4[CH:32]=[CH:33][CH:34]=[CH:35][C:30]=4[Cl:29])(=[O:38])=[O:39])=[CH:17][CH:16]=3)=[CH:13][CH:14]=2)[CH2:8][CH2:7]1)=[O:5])[CH3:2]. Procedure details: Prepared according to the procedure described in Example 3, Step 7, using 1-[4′-(4-aminomethyl-3-methyl-isoxazol-5-yl)-biphenyl-4-yl]-cyclopropanecarboxylic acid ethyl ester and (2-chloro-phenyl)-methanesulfonyl chloride. Starting materials: [BH4-], COc1cc(OC)c(C2=CCN(C)CC2)c(OC)c1, COCCOCCOC, Cl, [Na+], [Na+], [OH-], O, OO. The product is COc1cc(OC)c(C2CCN(C)CC2O)c(OC)c1. RXN SMILES: [BH4-:20].[CH3:1][N:2]1[CH2:3][CH2:4][C:5]([c:8]2[c:9]([O:18][CH3:19])[cH:10][c:11]([O:16][CH3:17])[cH:12][c:13]2[O:14][CH3:15])=[CH:6][CH2:7]1.[CH3:27][O:28][CH2:29][CH2:30][O:31][CH2:32][CH2:33][O:34][CH3:35].[ClH:22].[Na+:21].[Na+:24].[OH-:23].[OH2:36].[OH:25][OH:26]>>[CH3:1][N:2]1[CH2:3][CH2:4][CH:5]([c:8]2[c:9]([O:18][CH3:19])[cH:10][c:11]([O:16][CH3:17])[cH:12][c:13]2[O:14][CH3:15])[CH:6]([OH:23])[CH2:7]1. Reaction conditions: time 5 hour. Procedure: A solution of 2.26 g of p-toluenesulfonic acid chloride in 5 ml of pyridine was gradually added dropwise to a cooled solution of 2.04 g of 6-pentyloxyheptanol in 8 ml of pyridine for 7 min. below 5° C. After stirring for 5 hours at room temperature, the reaction mixture was injected into 150 ml of cold water and, after being acidified to pH 3 with 6N-hydrochloric acid, was extracted with ethyl acetate. The resultant solution was washed with water and dried with anhydrous magnesium sulfate, follo... As a reaction SMILES: [C:1]1([CH3:11])[CH:6]=[CH:5][C:4]([S:7](Cl)(=[O:9])=[O:8])=[CH:3][CH:2]=1.[CH2:12]([O:17][CH:18]([CH3:25])[CH2:19][CH2:20][CH2:21][CH2:22][CH2:23][OH:24])[CH2:13][CH2:14][CH2:15][CH3:16].O.Cl>N1C=CC=CC=1>[CH2:12]([O:17][CH:18]([CH3:25])[CH2:19][CH2:20][CH2:21][CH2:22][CH2:23][O:24][S:7]([C:4]1[CH:5]=[CH:6][C:1]([CH3:11])=[CH:2][CH:3]=1)(=[O:9])=[O:8])[CH2:13][CH2:14][CH2:15][CH3:16]. Solvent: N1=CC=CC=C1 (pyridine), N1=CC=CC=C1 (pyridine). Product: C(CCCC)OC(CCCCCOS(=O)(=O)C1=CC=C(C=C1)C)C ((6-pentyloxyheptyl)-p-toluenesulfonate). Yield: 82.9%. Starting materials: C1(=CC=C(C=C1)S(=O)(=O)Cl)C (p-toluenesulfonic acid chloride), C(CCCC)OC(CCCCCO)C (6-pentyloxyheptanol), Cl (hydrochloric acid), O (water). Reactants: COC(=O)C1CC(S(=O)(=O)c2ccccc2C(F)(F)F)CN1c1cc(C)nn1-c1cccc(C)c1, [Li+], [OH-]. The product is Cc1cccc(-n2nc(C)cc2N2CC(S(=O)(=O)c3ccccc3C(F)(F)F)CC2C(=O)O)c1. RXN SMILES: [CH3:1][O:2][C:3](=[O:4])[CH:5]1[N:6]([c:23]2[n:24](-[c:29]3[cH:30][c:31]([CH3:35])[cH:32][cH:33][cH:34]3)[n:25][c:26]([CH3:28])[cH:27]2)[CH2:7][CH:8]([S:10](=[O:11])(=[O:12])[c:13]2[c:14]([C:19]([F:20])([F:21])[F:22])[cH:15][cH:16][cH:17][cH:18]2)[CH2:9]1.[Li+:36].[OH-:37]>>[O:2]=[C:3]([OH:4])[CH:5]1[N:6]([c:23]2[n:24](-[c:29]3[cH:30][c:31]([CH3:35])[cH:32][cH:33][cH:34]3)[n:25][c:26]([CH3:28])[cH:27]2)[CH2:7][CH:8]([S:10](=[O:11])(=[O:12])[c:13]2[c:14]([C:19]([F:20])([F:21])[F:22])[cH:15][cH:16][cH:17][cH:18]2)[CH2:9]1. The reactants are CCCC[Sn](CO)(CCCC)CCCC, CCOCC, O=C1CCC(=O)N1I, C1CCOC1, O, c1ccc(P(c2ccccc2)c2ccccc2)cc1. The product is CCCC[Sn](CI)(CCCC)CCCC. RXN SMILES: [CH2:33]([CH2:34][CH2:35][CH3:36])[Sn:37]([CH2:38][CH2:39][CH2:40][CH3:41])([CH2:42][CH2:43][CH2:44][CH3:45])[CH2:46][OH:47].[CH3:49][CH2:50][O:51][CH2:52][CH3:53].[I:25][N:26]1[C:27](=[O:28])[CH2:29][CH2:30][C:31]1=[O:32].[O:20]1[CH2:21][CH2:22][CH2:23][CH2:24]1.[OH2:48].[c:1]1([P:2]([c:3]2[cH:4][cH:5][cH:6][cH:7][cH:8]2)[c:9]2[cH:10][cH:11][cH:12][cH:13][cH:14]2)[cH:15][cH:16][cH:17][cH:18][cH:19]1>>[I:25][CH2:46][Sn:37]([CH2:33][CH2:34][CH2:35][CH3:36])([CH2:38][CH2:39][CH2:40][CH3:41])[CH2:42][CH2:43][CH2:44][CH3:45]. The reactants are S1C(=NN=C1)NS(=O)(=O)C=1C=C(C(=O)OC)C=CC1 (methyl 3-[(1,3,4-thiadiazol-2-ylamino)sulfonyl]benzoate), [OH-].[Na+] (sodium hydroxide). The yield is 52.2%. Procedure details: A solution of methyl 3-[(1,3,4-thiadiazol-2-ylamino)sulfonyl]benzoate (Preparation 103, 1.0 g, 3.35 mmol, 1 eq) in 2.5M sodium hydroxide (5 ml, 13.4 mmol, 4 eq) and dioxane (1 ml) was heated at 50° C. for 4 hours. The organic solvent was evaporated in vacuo and the residue acidified with 2M hydrochloric acid. The resultant precipitate was collected by filtration and washed with water to yield the title compound (0.5 g, 1.75 mmol, 52%). Solvent: O1CCOCC1 (dioxane). As a reaction SMILES: [S:1]1[CH:5]=[N:4][N:3]=[C:2]1[NH:6][S:7]([C:10]1[CH:11]=[C:12]([CH:17]=[CH:18][CH:19]=1)[C:13]([O:15]C)=[O:14])(=[O:9])=[O:8].[OH-].[Na+]>O1CCOCC1>[S:1]1[CH:5]=[N:4][N:3]=[C:2]1[NH:6][S:7]([C:10]1[CH:11]=[C:12]([CH:17]=[CH:18][CH:19]=1)[C:13]([OH:15])=[O:14])(=[O:9])=[O:8] |f:1.2|. The product is S1C(=NN=C1)NS(=O)(=O)C=1C=C(C(=O)O)C=CC1 (3-[(1,3,4-Thiadiazol-2-ylamino)sulfonyl]benzoic acid).